From a dataset of the Open Reaction Database (ORD), a public repository of structured organic reaction records. describe an organic reaction: reactants, conditions, products, and yield The reactants are O=C([O-])[O-], CCOC(=O)c1cccc2nc(C)[nH]c12, CN(C)C=O, ClC(Cl)Cl, ClCc1ccc(Cl)cc1Cl, [I-], [K+], [K+], [K+], O. The product is CCOC(=O)c1cccc2c1nc(C)n2Cc1ccc(Cl)cc1Cl. Reaction SMILES: [C:28](=[O:29])([O-:30])[O-:31].[CH2:1]([CH3:2])[O:3][C:4](=[O:5])[c:6]1[cH:7][cH:8][cH:9][c:10]2[n:11][c:12]([CH3:15])[nH:13][c:14]12.[CH3:39][N:40]([CH3:41])[CH:42]=[O:43].[CH:35]([Cl:36])([Cl:37])[Cl:38].[Cl:16][c:17]1[c:18]([CH2:19][Cl:20])[cH:21][cH:22][c:23]([Cl:25])[cH:24]1.[I-:27].[K+:26].[K+:32].[K+:33].[OH2:34]>>[CH2:1]([CH3:2])[O:3][C:4](=[O:5])[c:6]1[cH:7][cH:8][cH:9][c:10]2[n:11]([CH2:19][c:18]3[c:17]([Cl:16])[cH:24][c:23]([Cl:25])[cH:22][cH:21]3)[c:12]([CH3:15])[n:13][c:14]12. Run in C(Cl)Cl (methylene chloride). Procedure: In a nitrogen stream, triethylsilane (0.48 ml, 3.01 mmol) and a boron trifluoride-diethyl ether complex (0.34 ml, 2.71 mmol) were added dropwise to a solution of (benzo[b]-thiophen-2-yl)-(4-bromonaphthalen-2-yl)methanol (1.0 g, 2.71 mmol) in methylene chloride (30 mL) at 0° C. The reaction mixture was stirred at room temperature for three hours, and then a 50% methanol aqueous solution (1 ml) was added and further water was added thereto and the mixture was extracted with methylene chloride. The... Run at time 3 hour. Starting materials: O (water), C(C)[SiH](CC)CC (triethylsilane), S1C2=C(C=C1C(O)C1=CC3=CC=CC=C3C(=C1)Br)C=CC=C2 ((benzo[b]-thiophen-2-yl)-(4-bromonaphthalen-2-yl)methanol), CO (methanol). Product: BrC1=CC(=CC2=CC=CC=C12)CC1=CC2=C(S1)C=CC=C2 (2-(4-Bromonaphthalen-2-ylmethyl)benzo-[b]thiophene). Yield: 85.7%. Reaction SMILES: C([SiH](CC)CC)C.[S:8]1[C:12]([CH:13]([C:15]2[CH:24]=[C:23]([Br:25])[C:22]3[C:17](=[CH:18][CH:19]=[CH:20][CH:21]=3)[CH:16]=2)O)=[CH:11][C:10]2[CH:26]=[CH:27][CH:28]=[CH:29][C:9]1=2.CO.O>C(Cl)Cl>[Br:25][C:23]1[C:22]2[C:17](=[CH:18][CH:19]=[CH:20][CH:21]=2)[CH:16]=[C:15]([CH2:13][C:12]2[S:8][C:9]3[CH:29]=[CH:28][CH:27]=[CH:26][C:10]=3[CH:11]=2)[CH:24]=1.